Dataset: the Open Reaction Database (ORD), a public repository of structured organic reaction records. Task: describe an organic reaction: reactants, conditions, products, and yield Starting materials: B, CN(OCc1ccccc1)C1(C)CCCc2nc(OCc3ccccc3)ccc21, C1CCOC1, C1CCOC1, O. Yields the product CNC1(C)CCCc2nc(OCc3ccccc3)ccc21. Reaction SMILES: [BH3:35].[CH3:1][N:2]([C:3]1([CH3:21])[c:4]2[cH:5][cH:6][c:7]([O:13][CH2:14][c:15]3[cH:16][cH:17][cH:18][cH:19][cH:20]3)[n:8][c:9]2[CH2:10][CH2:11][CH2:12]1)[O:22][CH2:23][c:24]1[cH:25][cH:26][cH:27][cH:28][cH:29]1.[O:30]1[CH2:31][CH2:32][CH2:33][CH2:34]1.[O:37]1[CH2:38][CH2:39][CH2:40][CH2:41]1.[OH2:36]>>[CH3:1][NH:2][C:3]1([CH3:21])[c:4]2[cH:5][cH:6][c:7]([O:13][CH2:14][c:15]3[cH:16][cH:17][cH:18][cH:19][cH:20]3)[n:8][c:9]2[CH2:10][CH2:11][CH2:12]1. The reactants are CC1=C(CCl)C=CC=C1[N+](=O)[O-] (2-methyl-3-nitrobenzylchloride), [N-]=[N+]=[N-].[Na+] (sodium azid), C(C)O (ethanol). The solvent is O (water). Reaction conditions: temperature 45 celsius. The product is CC1=C(CN=[N+]=[N-])C=CC=C1[N+](=O)[O-] (2-methyl-3-nitrobenzylazide). The yield is 48.3%. Reaction SMILES: [CH3:1][C:2]1[C:9]([N+:10]([O-:12])=[O:11])=[CH:8][CH:7]=[CH:6][C:3]=1[CH2:4]Cl.[N-:13]=[N+:14]=[N-:15].[Na+].C(O)C>O>[CH3:1][C:2]1[C:9]([N+:10]([O-:12])=[O:11])=[CH:8][CH:7]=[CH:6][C:3]=1[CH2:4][N:13]=[N+:14]=[N-:15] |f:1.2|. Procedure: A mixture of 2-methyl-3-nitrobenzylchloride (0.70 g, 3.77 mmol), sodium azid (1 g, 15.4 mmol), ethanol (10 ml) and water (2 ml) was heated at 45° C. over night. The mixture was filtered, the filtrate was concentrated, and the residue was purified by chromatography on silica (heptane/EtOAc) to give the compound 2-methyl-3-nitrobenzylazide 0.35 g, which was hydrogenated over 5% palladium-charcoal 80 mg in EtOAc/EtOH 1:1 (14 ml), over night. The mixture was filtered through Celite, and the filtrate... RXN SMILES: [N+:1](=[O:2])([O-:3])[c:4]1[c:5]([C:9](=[O:10])[OH:11])[n:6][nH:7][cH:8]1.[NH2:12][c:13]1[c:14]([NH2:21])[cH:15][c:16]([CH3:20])[c:17]([CH3:19])[cH:18]1.[NH4+:22].[OH-:23].[OH2:24]>>[N+:1](=[O:2])([O-:3])[c:4]1[c:5]([C:9](=[O:11])[NH:21][c:14]2[c:13]([NH2:12])[cH:18][c:17]([CH3:19])[c:16]([CH3:20])[cH:15]2)[n:6][nH:7][cH:8]1. Starting materials: O=C(O)c1n[nH]cc1[N+](=O)[O-], Cc1cc(N)c(N)cc1C, [NH4+], [OH-], O. The product is Cc1cc(N)c(NC(=O)c2n[nH]cc2[N+](=O)[O-])cc1C.